From a dataset of the Open Reaction Database (ORD), a public repository of structured organic reaction records. describe an organic reaction: reactants, conditions, products, and yield Starting materials: O=C(CBr)c1cccs1, C1N2CN3CN1CN(C2)C3, ClC(Cl)Cl. The product is [Br-], O=C(C[N+]12CN3CN(CN(C3)C1)C2)c1cccs1. RXN SMILES: [Br:11][CH2:12][C:13](=[O:14])[c:15]1[s:16][cH:17][cH:18][cH:19]1.[CH2:1]1[N:2]2[CH2:3][N:4]3[CH2:5][N:6]1[CH2:7][N:8]([CH2:9]2)[CH2:10]3.[CH:20]([Cl:21])([Cl:22])[Cl:23]>>[Br-:11].[CH2:1]1[N+:2]2([CH2:12][C:13](=[O:14])[c:15]3[s:16][cH:17][cH:18][cH:19]3)[CH2:3][N:4]3[CH2:5][N:6]1[CH2:7][N:8]([CH2:9]2)[CH2:10]3. Starting materials: O (water), NC=1C(=NC(=CN1)Br)C(=O)NC (3-Amino-6-bromo-N-methylpyrazine-2-carboxamide), OCC=1C=C(C=CC1)B(O)O (3-hydroxymethyl phenyl boronic acid), C(=O)([O-])[O-].[K+].[K+] (K2CO3). Reagents/catalysts: C=1C=CC(=CC1)[P](C=2C=CC=CC2)(C=3C=CC=CC3)[Pd]([P](C=4C=CC=CC4)(C=5C=CC=CC5)C=6C=CC=CC6)([P](C=7C=CC=CC7)(C=8C=CC=CC8)C=9C=CC=CC9)[P](C=1C=CC=CC1)(C=1C=CC=CC1)C=1C=CC=CC1 (Pd(PPh3)4). Solvent: CN(C)C=O (DMF). Run at temperature 90 celsius, time 12 hour. Product: NC=1C(=NC(=CN1)C1=CC(=CC=C1)CO)C(=O)NC (3-Amino-6-[3-(hydroxymethyl)phenyl]-N-methylpyrazine-2-carboxamide). Yield: 90.4%. RXN SMILES: [NH2:1][C:2]1[C:3]([C:9]([NH:11][CH3:12])=[O:10])=[N:4][C:5](Br)=[CH:6][N:7]=1.[OH:13][CH2:14][C:15]1[CH:16]=[C:17](B(O)O)[CH:18]=[CH:19][CH:20]=1.C([O-])([O-])=O.[K+].[K+].O>CN(C=O)C.C1C=CC([P]([Pd]([P](C2C=CC=CC=2)(C2C=CC=CC=2)C2C=CC=CC=2)([P](C2C=CC=CC=2)(C2C=CC=CC=2)C2C=CC=CC=2)[P](C2C=CC=CC=2)(C2C=CC=CC=2)C2C=CC=CC=2)(C2C=CC=CC=2)C2C=CC=CC=2)=CC=1>[NH2:1][C:2]1[C:3]([C:9]([NH:11][CH3:12])=[O:10])=[N:4][C:5]([C:19]2[CH:18]=[CH:17][CH:16]=[C:15]([CH2:14][OH:13])[CH:20]=2)=[CH:6][N:7]=1 |f:2.3.4,^1:39,41,60,79|. Procedure details: 3-Amino-6-bromo-N-methylpyrazine-2-carboxamide (2.00 g, 8.65 mmol) was dissolved in DMF followed by addition of 3-hydroxymethyl phenyl boronic acid (1.57 g, 10.32 mmol), K2CO3 (3.0 g, 21.7 mmol) and Pd(PPh3)4 (10 mol %, 1.0 g). This mixture was stirred at 90° C. under nitrogen for 12 hours. The reaction mixture was poured into water (150 mL), and extracted with ethyl acetate (3×50 mL). The organic layers were washed with brine (50 mL) then dried over anhydrous sodium sulfate. Filteration, concen... Starting materials: C(C)(C)(C)OC(=O)N(C(C1=C(C=CC(=C1)N1C(CCC1)=O)C(=O)N1CCN(CC1)C1=NC=C(C=C1C)CC)=O)C(=O)OC(C)(C)C (N,N-di-tert-butyloxycarbonyl-2-[4-(5-ethyl-3-methylpyridin-2-yl)piperazine-1-carbonyl]-5-(2-oxopyrrolidin-1-yl)benzamide), N1CCCC1 (pyrrolidine). The product is C(C)C=1C=C(C(=NC1)N1CCN(CC1)C(=O)C1=C(C=C(C=C1)N1C(CCC1)=O)C(=O)N1CCCC1)C (1-[4-[4-(5-ethyl-3-methylpyridin-2-yl)piperazine-1-carbonyl]-3-(pyrrolidine-1-carbonyl)phenyl]pyrrolidin-2-one). As a reaction SMILES: C(OC([N:8]([C:40](OC(C)(C)C)=O)[C:9](=[O:39])[C:10]1[CH:15]=[C:14]([N:16]2[CH2:20][CH2:19][CH2:18][C:17]2=[O:21])[CH:13]=[CH:12][C:11]=1[C:22]([N:24]1[CH2:29][CH2:28][N:27]([C:30]2[C:35]([CH3:36])=[CH:34][C:33]([CH2:37][CH3:38])=[CH:32][N:31]=2)[CH2:26][CH2:25]1)=[O:23])=O)(C)(C)C.N1C[CH2:50][CH2:49][CH2:48]1>>[CH2:37]([C:33]1[CH:34]=[C:35]([CH3:36])[C:30]([N:27]2[CH2:26][CH2:25][N:24]([C:22]([C:11]3[CH:12]=[CH:13][C:14]([N:16]4[CH2:20][CH2:19][CH2:18][C:17]4=[O:21])=[CH:15][C:10]=3[C:9]([N:8]3[CH2:40][CH2:50][CH2:49][CH2:48]3)=[O:39])=[O:23])[CH2:29][CH2:28]2)=[N:31][CH:32]=1)[CH3:38]. Procedure details: Using N,N-di-tert-butyloxycarbonyl-2-[4-(5-ethyl-3-methylpyridin-2-yl)piperazine-1-carbonyl]-5-(2-oxopyrrolidin-1-yl)benzamide (70 mg) described in Example 809 and pyrrolidine (36 μL) and by the reaction and treatment in the same manner as in Example 770, the title compound (33 mg) was obtained. Reactants: C(C(=C)C)(=O)[O-].[K+] (potassium methacrylate), C1COCCOCCOCCOCCOCCO1 (18-crown-6), C(OCCCC)(OCCl)=O (n-butyl chloromethyl carbonate). Run in CN(C=O)C (dimethyl formamide). As a reaction SMILES: [C:1](=[O:10])([O:7][CH2:8]Cl)[O:2][CH2:3][CH2:4][CH2:5][CH3:6].[C:11]([O-:16])(=[O:15])[C:12]([CH3:14])=[CH2:13].[K+].C1OCCOCCOCCOCCOCCOC1>CN(C)C=O>[C:1](=[O:10])([O:7][CH2:8][O:16][C:11](=[O:15])[C:12]([CH3:14])=[CH2:13])[O:2][CH2:3][CH2:4][CH2:5][CH3:6] |f:1.2|. Reported procedure: The intermediate n-butyl chloromethyl carbonate (2.5 g 15.0 mmol) was dissolved in dimethyl formamide (80 ml), and potassium methacrylate (1.77 g, 15.0 mmol) was added together with a catalytic amount of 18-crown-6 (0.2 g, 7.5 mmol). After 3 days at 25° C. the solvent was removed under reduced pressure, cholorform (30 ml) and water (20 ml) were added and the product was extracted into chloroform. The solvent was removed under reduced pressure after drying (MgSO4). Flash chromatography gave 1.96 ... Product: C(OCCCC)(OCOC(C(=C)C)=O)=O (butyl methacryloyloxymethyl carbonate). Yield: 60.4%. Reactants: BrC=1C=CC(=C(C1)S(=O)[O-])OC.[Na+] (sodium 5-bromo-2-methoxybenzenesulfinate), IC (iodomethane). Solvent: CN(C)C=O (DMF). Reaction conditions: time 2 hour. The product is BrC1=CC(=C(C=C1)OC)S(=O)(=O)C (4-bromo-1-methoxy-2-(methylsulfonyl)benzene). RXN SMILES: [Br:1][C:2]1[CH:3]=[CH:4][C:5]([O:11][CH3:12])=[C:6]([S:8]([O-:10])=[O:9])[CH:7]=1.[Na+].I[CH3:15]>CN(C=O)C>[Br:1][C:2]1[CH:3]=[CH:4][C:5]([O:11][CH3:12])=[C:6]([S:8]([CH3:15])(=[O:10])=[O:9])[CH:7]=1 |f:0.1|. Procedure: To a suspension of sodium 5-bromo-2-methoxybenzenesulfinate (1.99 g) in DMF (873 ml) was added iodomethane (32 ml). The reaction mixture turned yellow and was stirred at room temperature for 2 hours. The reaction was quenched by the addition of water (ca. 5 ml). The mixture was diluted with EtOAc and extracted with 5% LiCl (3×) and brine (1×). The organic layer was dried (Na2SO4/MgSO4) and filtered. The filtrate was concentrated and purified by silica gel column chromatography to give 1.62 g 4-b... Starting materials: C1(CC1)NS(=O)(=O)CCC (propane-1-sulfonic acid cyclopropyl amide), C(=O)([O-])[O-].[K+].[K+] (K2CO3), BrCCOC(C)=O (acetic acid 2-bromo-ethyl ester). The solvent is CC(=O)C (acetone). Product: C1(CC1)N(CCOC(C)=O)S(=O)(=O)CCC (Acetic acid 2-[cyclopropyl-(propane-1-sulfonyl)-amino]-ethyl ester). Yield: 85.2%. Reaction SMILES: [CH:1]1([NH:4][S:5]([CH2:8][CH2:9][CH3:10])(=[O:7])=[O:6])[CH2:3][CH2:2]1.C([O-])([O-])=O.[K+].[K+].Br[CH2:18][CH2:19][O:20][C:21](=[O:23])[CH3:22]>CC(C)=O>[CH:1]1([N:4]([S:5]([CH2:8][CH2:9][CH3:10])(=[O:7])=[O:6])[CH2:18][CH2:19][O:20][C:21](=[O:23])[CH3:22])[CH2:3][CH2:2]1 |f:1.2.3|. Reported procedure: A mixture of propane-1-sulfonic acid cyclopropyl amide (1.3 g, 8 mmol), K2CO3 (2.4 g, 14.4 mmol) and acetic acid 2-bromo-ethyl ester (9.5 g, 16 mmol) mmol) in 10 ml acetone was heated for 6 h to 120° C. in the microwave (Biotage). After cooling the mixture was filtered and the solvent evaporated to obtain 1.7 g of product as an oil which was used without further purification in the next step. Starting materials: BrC(C(=O)O)CC (2-Bromobutyric acid), sodium benzenesulfinate,, O (water), C1(=CC=CC=C1)S(=O)(=O)C(C(=O)O)CC (2-Phenylsulfonylbutyric acid), S(=O)(Cl)Cl (thionyl chloride). Solvent: C(C)(=O)OCC (ethyl acetate), CN(C)C=O (DMF). Conditions: temperature 80 celsius, time 1 hour. The product is C1(=CC=CC=C1)S(=O)(=O)C(C(=O)Cl)CC (2-Phenylsulfonylbutyryl chloride). As a reaction SMILES: BrC(CC)C(O)=O.O.[C:9]1([S:15]([CH:18]([CH2:22][CH3:23])[C:19](O)=[O:20])(=[O:17])=[O:16])[CH:14]=[CH:13][CH:12]=[CH:11][CH:10]=1.S(Cl)([Cl:26])=O>C(OCC)(=O)C.CN(C=O)C>[C:9]1([S:15]([CH:18]([CH2:22][CH3:23])[C:19]([Cl:26])=[O:20])(=[O:17])=[O:16])[CH:14]=[CH:13][CH:12]=[CH:11][CH:10]=1. Procedure: 2-Bromobutyric acid, (200 g, 1.2 mol), sodium benzenesulfinate,(236 g, 1.44 mol) and water(1000 mL) were heated to 80° C. After about 1 hour the clear solution had turned cloudy and an oil had precipitated out. After heating at 80° C. for a total of 2 hours the mixture was cooled with good stirring. The oil solidifies and the crystals were filtered off, washed with water and air-dried. Yield 162.5 g. 2-Phenylsulfonylbutyric acid (47.8 g, 0.21 mol) was suspended/dissolved in ethyl acetate (400 mL... The reactants are C(C1=CC(C(=O)O)=CC=C1)(=O)O (isophthalic acid), O.[OH-].[Ba+2].[OH-] (barium hydroxide monohydrate). Run in O (water). Conditions: temperature 90 celsius, time 45 minute. The product is C(C1=CC(C(=O)[O-])=CC=C1)(=O)[O-].[Ba+2] (Barium isophthalate). Reaction SMILES: [C:1]([OH:12])(=[O:11])[C:2]1[CH:10]=[CH:9][CH:8]=[C:4]([C:5]([OH:7])=[O:6])[CH:3]=1.O.[OH-].[Ba+2:15].[OH-]>O>[C:1]([O-:12])(=[O:11])[C:2]1[CH:10]=[CH:9][CH:8]=[C:4]([C:5]([O-:7])=[O:6])[CH:3]=1.[Ba+2:15] |f:1.2.3.4,6.7|. Reported procedure: 100 gms of isophthalic acid (0.6 mole) was slurried in 1 liter of water, the mixture heated to 90° C. and an equivalent amount of barium hydroxide monohydrate was added over a 25 minute period. The reaction mixture was kept at 90°-95° C. for an additional 45 minutes and allowed to cool at room temperature. Barium isophthalate was obtained in the form of long rods (with a length greater than 200 microns) and aspect ratios above 10. Anhydrous rods are produced by heating to dehydrate in a manner s...